This data is from the Open Reaction Database (ORD), a public repository of structured organic reaction records. The task is: describe an organic reaction: reactants, conditions, products, and yield Starting materials: BrBr (bromine), C21H20Br2N4O3, BrC=1C=C(C(=O)O)C=CC1C(=O)N1CCCC1 (3-bromo-4-(pyrrolidin-1-ylcarbonyl)benzoic acid), CN(C)C(=[N+](C)C)ON1C2=C(C=CC=C2)N=N1.[B-](F)(F)(F)F (TBTU), C(C)(C)N(CC)C(C)C (diisopropylethylamine), BrC1=CC2=C(NC(=N2)[C@H](CO)N)C=C1 ((1R)-1-(5-bromo-1H-benzimidazol-2-yl)-2-hydroxyethylamine). Run in ClCCl.C(C)O (dichloromethane ethanol), O1CCCC1 (tetrahydrofuran). Yields the product BrC=1C=C(C(=O)N[C@@H](CO)C2=NC3=C(N2)C=CC(=C3)Br)C=CC1C(=O)N1CCCC1 (3-bromo-N-[(1R)-1-(5-bromo-1H-benzimidazol-2-yl)-2-hydroxyethyl]-4-(pyrrolidin-1-ylcarbonyl)benzamide). The yield is 50.0%. RXN SMILES: [Br:1][C:2]1[CH:3]=[C:4]([CH:8]=[CH:9][C:10]=1[C:11]([N:13]1[CH2:17][CH2:16][CH2:15][CH2:14]1)=[O:12])[C:5]([OH:7])=O.CN(C(ON1N=NC2C=CC=CC1=2)=[N+](C)C)C.[B-](F)(F)(F)F.C(N(C(C)C)CC)(C)C.[Br:49][C:50]1[CH:62]=[CH:61][C:53]2[NH:54][C:55]([C@@H:57]([NH2:60])[CH2:58][OH:59])=[N:56][C:52]=2[CH:51]=1.BrBr>O1CCCC1.ClCCl.C(O)C>[Br:1][C:2]1[CH:3]=[C:4]([CH:8]=[CH:9][C:10]=1[C:11]([N:13]1[CH2:17][CH2:16][CH2:15][CH2:14]1)=[O:12])[C:5]([NH:60][C@H:57]([C:55]1[NH:54][C:53]2[CH:61]=[CH:62][C:50]([Br:49])=[CH:51][C:52]=2[N:56]=1)[CH2:58][OH:59])=[O:7] |f:1.2,7.8|. Procedure details: Prepared analogously to Example 1g from 3-bromo-4-(pyrrolidin-1-ylcarbonyl)benzoic acid, TBTU, diisopropylethylamine, and (1R)-1-(5-bromo-1H-benzimidazol-2-yl)-2-hydroxyethylamine in tetrahydrofuran. Yield: 50%; melting point: 114° C.-116° C.; Rf value: 0.25 (silica gel: dichloromethane/ethanol=95:5); C21H20Br2N4O3 (536.22); mass spectrum: (M+H)+=535/537/539 (bromine isotope).